This data is from the Open Reaction Database (ORD), a public repository of structured organic reaction records. The task is: describe an organic reaction: reactants, conditions, products, and yield Isolated yield 65.0%. The solvent is C(C)O (ethanol). Reported procedure: Paraformaldehyde (0.35 g) was added in portions to a mixture of phenol (487.8 mg, 3.33 mmol), triethylamine (1.3 mL, 9.33 mmol), and anhydrous MgCl2 (0.98 g, 10.3 mmol) in acetonitrile (30 mL). The mixture was refluxed for 48 h, cooled to room temperature, acidified with aqueous 3 N HCl solution, and extracted with ether. The ether layer was washed with water, and brine, and dried (MgSO4). Removal of solvent yielded a crude material which was purified by column chromatography (SiO2) to yield 3-c... The reactants are N (NH3), ClC=1C(=C(C=O)C=C(C1)F)O (3-chloro-5-fluoro-2-hydroxybenzaldehyde), N (NH3), CC1=CC=C(C=C1)S(=O)(=O)C[N+]#[C-] (TosMIC), N1CCNCC1 (piperazine). As a reaction SMILES: [Cl:1][C:2]1[C:3]([OH:11])=[C:4]([CH:7]=[C:8]([F:10])[CH:9]=1)C=O.N.CC1C=CC(S(C[N+]#[C-])(=O)=O)=CC=1.[NH:26]1[CH2:31][CH2:30][NH:29][CH2:28]C1>C(O)C>[Cl:1][C:2]1[CH:9]=[C:8]([F:10])[CH:7]=[C:4]([C:30]2[NH:29][CH:28]=[N:26][CH:31]=2)[C:3]=1[OH:11]. Product: ClC1=C(C(=CC(=C1)F)C1=CN=CN1)O (2-Chloro-4-fluoro-6-(1H-imidazol-5-yl)phenol). The reactants are S(=O)(Cl)Cl (Thionyl chloride), CC1=C(C(=CC(=C1)C)C)[Bi](C1=C(C=C(C=C1C)C)C)C1=C(C=C(C=C1C)C)C (tris(2,4,6-trimethylphenyl)bismuthine). The solvent is CCCCCC (hexane). Reaction conditions: time 1 hour. Yields the product [Cl-].[Cl-].CC1=C(C(=CC(=C1)C)C)[Bi](C1=C(C=C(C=C1C)C)C)C1=C(C=C(C=C1C)C)C (Tris(2,4,6trimethylphenyl)bismuthine dichloride). RXN SMILES: S(Cl)([Cl:3])=O.[CH3:5][C:6]1[CH:11]=[C:10]([CH3:12])[CH:9]=[C:8]([CH3:13])[C:7]=1[Bi:14]([C:24]1[C:29]([CH3:30])=[CH:28][C:27]([CH3:31])=[CH:26][C:25]=1[CH3:32])[C:15]1[C:20]([CH3:21])=[CH:19][C:18]([CH3:22])=[CH:17][C:16]=1[CH3:23]>CCCCCC>[Cl-:3].[Cl-:3].[CH3:23][C:16]1[CH:17]=[C:18]([CH3:22])[CH:19]=[C:20]([CH3:21])[C:15]=1[Bi:14]([C:24]1[C:25]([CH3:32])=[CH:26][C:27]([CH3:31])=[CH:28][C:29]=1[CH3:30])[C:7]1[C:6]([CH3:5])=[CH:11][C:10]([CH3:12])=[CH:9][C:8]=1[CH3:13] |f:3.4.5|. Procedure details: Thionyl chloride (1.48 g, 11 mmol) was added to a solution of tris(2,4,6-trimethylphenyl)bismuthine (Example 14) (5.66 g, 10 mmol) in hexane (100 ml) at ambient temperature. The mixture was stirred for one hour and the precipitated product was isolated and recrystalized from ethanol. Yield: 5.70 g (90%).